Dataset: the Open Reaction Database (ORD), a public repository of structured organic reaction records. Task: describe an organic reaction: reactants, conditions, products, and yield Starting materials: O=C(n1ccnc1)n1ccnc1, CC(C)(C)CCN1CCN(C(=O)OC(C)(C)C)CC1, CCN(C(C)C)C(C)C, Cl, Cc1ccc2c(c1)Nc1c(cnn1C)CN2C(=O)c1ccc(CN)c(F)c1, CN(C)C=O. Product: Cc1ccc2c(c1)Nc1c(cnn1C)CN2C(=O)c1ccc(CNC(=O)N2CCN(CCC(C)(C)C)CC2)c(F)c1. As a reaction SMILES: [C:10]([n:11]1[cH:12][cH:13][n:14][cH:15]1)([n:16]1[cH:17][cH:18][n:19][cH:20]1)=[O:21].[C:50]([CH3:52])([CH3:53])([O:54][C:55](=[O:51])[N:57]1[CH2:58][CH2:59][N:60]([CH2:63][CH2:64][C:65]([CH3:66])([CH3:67])[CH3:68])[CH2:61][CH2:62]1)[CH3:56].[CH:1]([N:2]([CH2:3][CH3:4])[CH:5]([CH3:6])[CH3:7])([CH3:8])[CH3:9].[ClH:22].[NH2:23][CH2:24][c:25]1[c:26]([F:49])[cH:27][c:28]([C:31](=[O:32])[N:33]2[c:34]3[c:35]([cH:44][c:45]([CH3:48])[cH:46][cH:47]3)[NH:36][c:37]3[n:38]([CH3:43])[n:39][cH:40][c:41]3[CH2:42]2)[cH:29][cH:30]1.[O:69]=[CH:70][N:71]([CH3:72])[CH3:73]>>[NH:23]([CH2:24][c:25]1[c:26]([F:49])[cH:27][c:28]([C:31](=[O:32])[N:33]2[c:34]3[c:35]([cH:44][c:45]([CH3:48])[cH:46][cH:47]3)[NH:36][c:37]3[n:38]([CH3:43])[n:39][cH:40][c:41]3[CH2:42]2)[cH:29][cH:30]1)[C:55](=[O:54])[N:57]1[CH2:58][CH2:59][N:60]([CH2:63][CH2:64][C:65]([CH3:66])([CH3:67])[CH3:68])[CH2:61][CH2:62]1. Reaction conditions: temperature 120 celsius. RXN SMILES: COC1C=C(OC)C=CC=1C[N:6]1[CH2:14][C:13]2[C:8](=[CH:9][C:10]([NH:50]CC3C=CC(OC)=CC=3OC)=[C:11]([NH:15][C:16]([C:18]3[N:22]([CH3:23])[N:21]=[C:20]([C:24]4[CH:29]=[CH:28][C:27]([C:30]5[CH:31]=[CH:32][C:33]([C:36]([NH:38][CH3:39])=[O:37])=[N:34][CH:35]=5)=[CH:26][CH:25]=4)[C:19]=3[O:40]CC3C=CC(OC)=CC=3)=O)[CH:12]=2)[CH2:7]1>C(O)(=O)C>[OH:40][C:19]1[C:20]([C:24]2[CH:29]=[CH:28][C:27]([C:30]3[CH:31]=[CH:32][C:33]([C:36]([NH:38][CH3:39])=[O:37])=[N:34][CH:35]=3)=[CH:26][CH:25]=2)=[N:21][N:22]([CH3:23])[C:18]=1[C:16]1[NH:50][C:10]2=[CH:9][C:8]3[CH2:7][NH:6][CH2:14][C:13]=3[CH:12]=[C:11]2[N:15]=1. Reported procedure: A solution of 5-(4-(5-(2-(2,4-dimethoxybenzyl)-6-(2,4-dimethoxybenzylamino)isoindolin-5-ylcarbamoyl)-4-(4-methoxybenzyloxy)-1-methyl-1H-pyrazol-3-yl)phenyl)-N-methylpicolinamide T-14 (410 mg, 0.45 mmol) in acetic acid (4 mL) was heated in a microwave reactor at 150° C. for 50 minutes. Solvent was evaporated under reduced pressure and trifluoroacetic acid (4 mL) was added. The reaction mixture was heated in microwave reactor at 120° C. for 30 minutes. Solvent was evaporated under reduced pressure... Run in C(C)(=O)O (acetic acid). Starting materials: COC1=C(CN2CC3=CC(=C(C=C3C2)NC(=O)C2=C(C(=NN2C)C2=CC=C(C=C2)C=2C=CC(=NC2)C(=O)NC)OCC2=CC=C(C=C2)OC)NCC2=C(C=C(C=C2)OC)OC)C=CC(=C1)OC (5-(4-(5-(2-(2,4-dimethoxybenzyl)-6-(2,4-dimethoxybenzylamino)isoindolin-5-ylcarbamoyl)-4-(4-methoxybenzyloxy)-1-methyl-1H-pyrazol-3-yl)phenyl)-N-methylpicolinamide). The product is OC=1C(=NN(C1C1=NC=2C(=CC=3CNCC3C2)N1)C)C1=CC=C(C=C1)C=1C=CC(=NC1)C(=O)NC (5-(4-(4-hydroxy-1-methyl-5-(1,5,6,7-tetrahydroimidazo[4,5-f]isoindol-2-yl)-1H-pyrazol-3-yl)phenyl)-N-methylpicolinamide), 15. Reactants: Cl.C1(CCCCC1)N(C(=O)NC=1SC(=CN1)CN1CCNCC1)C1CCCCC1 (1,1-dicyclohexyl-3-(5-piperazin-1-ylmethyl-thiazol-2-yl)-urea hydrochloride), CCN(C(C)C)C(C)C (DIEA), CC(C)S(=O)(=O)Cl (propane-2-sulfonyl chloride). Product: C1(CCCCC1)N(C(=O)NC=1SC(=CN1)CN1CCN(CC1)S(=O)(=O)C(C)C)C1CCCCC1 (1,1-Dicyclohexyl-3-{5-[4-(propane-2-sulfonyl)-piperazin-1-ylmethyl]-thiazol-2-yl}-urea). Isolated yield 44.0%. Reaction SMILES: Cl.[CH:2]1([N:8]([CH:24]2[CH2:29][CH2:28][CH2:27][CH2:26][CH2:25]2)[C:9]([NH:11][C:12]2[S:13][C:14]([CH2:17][N:18]3[CH2:23][CH2:22][NH:21][CH2:20][CH2:19]3)=[CH:15][N:16]=2)=[O:10])[CH2:7][CH2:6][CH2:5][CH2:4][CH2:3]1.CCN(C(C)C)C(C)C.[CH3:39][CH:40]([S:42](Cl)(=[O:44])=[O:43])[CH3:41]>>[CH:24]1([N:8]([CH:2]2[CH2:7][CH2:6][CH2:5][CH2:4][CH2:3]2)[C:9]([NH:11][C:12]2[S:13][C:14]([CH2:17][N:18]3[CH2:23][CH2:22][N:21]([S:42]([CH:40]([CH3:41])[CH3:39])(=[O:44])=[O:43])[CH2:20][CH2:19]3)=[CH:15][N:16]=2)=[O:10])[CH2:29][CH2:28][CH2:27][CH2:26][CH2:25]1 |f:0.1|. Reported procedure: Prepared as described in general procedure (Q) using 1,1-dicyclohexyl-3-(5-piperazin-1-ylmethyl-thiazol-2-yl)-urea hydrochloride (36 mg, 0.08 mmol), DIEA (42 μL, 0.24 mmol) and propane-2-sulfonyl chloride (18 μL, 0.16 mmol) to afford 18 mg (44%) of the desired product after purification.